From a dataset of the Open Reaction Database (ORD), a public repository of structured organic reaction records. describe an organic reaction: reactants, conditions, products, and yield Reactants: [Al+3], ClC(Cl)(Cl)Cl, CCCCCCCC(=O)Cl, C#C, [Cl-], [Cl-], [Cl-]. Yields the product CCCCCCCC(=O)C=CCl. Reaction SMILES: [Al+3:12].[C:17]([Cl:18])([Cl:19])([Cl:20])[Cl:21].[C:1]([CH2:2][CH2:3][CH2:4][CH2:5][CH2:6][CH2:7][CH3:8])(=[O:9])[Cl:10].[CH:15]#[CH:16].[Cl-:11].[Cl-:13].[Cl-:14]>>[C:1]([CH2:2][CH2:3][CH2:4][CH2:5][CH2:6][CH2:7][CH3:8])(=[O:9])[CH:16]=[CH:15][Cl:11]. Starting materials: bromoamines, Br.[Br-].CN(CCC[P+](C1=CC=CC=C1)(C1=CC=CC=C1)C1=CC=CC=C1)C (3-(dimethylamino)propyltriphenylphosphonium bromide hydrobromide), C(CCC)[Li] (n-butyl lithium), BrC1=CC2=C(C(C3=C(OC2)C=CC=C3)=O)C=C1 (8-bromo-6,11-dihydrodibenz[b,e]oxepin-11-one). Solvent: CCCCCC (hexane), O1CCCC1 (tetrahydrofuran). Product: BrC1=CC2=C(/C(/C3=C(OC2)C=CC=C3)=C/CCN(C)C)C=C1 ((Z)-3-(8-Bromo-6,11-dihydrodibenz[b,e]oxepin-11-ylidene)-N,N-dimethylpropylamine). RXN SMILES: Br.[Br-].[CH3:3][N:4]([CH3:27])[CH2:5][CH2:6][CH2:7][P+](C1C=CC=CC=1)(C1C=CC=CC=1)C1C=CC=CC=1.C([Li])CCC.[Br:33][C:34]1[CH:49]=[CH:48][C:37]2[C:38](=O)[C:39]3[CH:46]=[CH:45][CH:44]=[CH:43][C:40]=3[O:41][CH2:42][C:36]=2[CH:35]=1>CCCCCC.O1CCCC1>[Br:33][C:34]1[CH:49]=[CH:48][C:37]2/[C:38](=[CH:7]/[CH2:6][CH2:5][N:4]([CH3:27])[CH3:3])/[C:39]3[CH:46]=[CH:45][CH:44]=[CH:43][C:40]=3[O:41][CH2:42][C:36]=2[CH:35]=1 |f:0.1.2|. Procedure: Anhydrous 3-(dimethylamino)propyltriphenylphosphonium bromide hydrobromide (24.5 g, 48 mmole), 96 mmole of n-butyl lithium in hexane, and 8-bromo-6,11-dihydrodibenz[b,e]oxepin-11-one (10 g, 34.6 mmole) were reacted in 580 mL dry tetrahydrofuran by the procedure of Example I, step b. This provided an E/Z (1:3.5) isomeric mixture of bromoamines. Recrystallization of the mixture from diethyl ether gave 0.17 g of Z-isomer and 1.8 g of an E/Z (1:4) (assayed by HPLC on C18) isomeric mixture which was ... The reactants are [OH-].[K+] (KOH), Cl (HCl), FC1=C(C(=O)O)C(=C(C=C1C)O[Si](C(C)C)(C(C)C)C(C)C)F (2,6-difluoro-3-methyl-5-triisopropylsilyloxy-benzoic acid), C(=O)(C(=O)Cl)Cl ((COCl)2), [N-]=[N+]=[N-].[Na+] (NaN3). The reagents and catalysts are CN(C)C=O (DMF). The solvent is O (water), C(Cl)Cl (CH2Cl2), CC(=O)C (acetone), O (water), O1CCOCC1 (dioxane), CC(=O)C (acetone). Run at time 1 hour. The product is NC=1C(=C(C=C(C1F)C)O)F (3-Amino-2,4-difluoro-5-methyl-phenol). Isolated yield 54.0%. RXN SMILES: [F:1][C:2]1[C:10]([CH3:11])=[CH:9][C:8]([O:12][Si](C(C)C)(C(C)C)C(C)C)=[C:7]([F:23])[C:3]=1C(O)=O.C(Cl)(C(Cl)=O)=O.[N-:30]=[N+]=[N-].[Na+].[OH-].[K+].Cl>C(Cl)Cl.CN(C=O)C.CC(C)=O.O.O1CCOCC1>[NH2:30][C:3]1[C:7]([F:23])=[C:8]([OH:12])[CH:9]=[C:10]([CH3:11])[C:2]=1[F:1] |f:2.3,4.5|. Procedure details: To a solution of 2,6-difluoro-3-methyl-5-triisopropylsilyloxy-benzoic acid (1.08 g, 3.14 mmol, 1.0 eq) in CH2Cl2 (15 mL) was added (COCl)2 (1.19 g, 9.40 mmol, 3.0 eq) dropwise at 0° C. DMF (3 drops) was added and the mixture warmed to room temperature and stirred for 1 h. The reaction mixture was concentrated to dryness, and the residue obtained was dissolved in acetone (20 mL) and added dropwise to a cooled solution of NaN3 (815 mg, 12.5 mol, 4 eq) in a mixture of acetone (10 mL) and water (10 ... Starting materials: N1=C(N=CC=C1)N1CCC(=CC1)C(=O)O (1-Pyrimidin-2-yl-1,2,3,6-tetrahydropyridine-4-carboxylic acid), C(=O)(C(=O)Cl)Cl ((COCl)2), N1=CC=CC=C1 (pyridine), ClC1=CC=C(N)C=C1 (4-chloroaniline). Reagents/catalysts: CN(C)C=1C=CN=CC1 (DMAP). Run in O (water), CN(C)C=O (DMF), C(Cl)Cl (CH2Cl2), C(Cl)Cl (CH2Cl2), C1(=CC=CC=C1)C (toluene). Run at time 90 minute. Yields the product ClC1=CC=C(C=C1)NC(=O)C=1CCN(CC1)C1=NC=CC=N1 (N-(4-chlorophenyl)-1-pyrimidin-2-yl-1,2,3,6-tetrahydropyridine-4-carboxamide). As a reaction SMILES: [N:1]1[CH:6]=[CH:5][CH:4]=[N:3][C:2]=1[N:7]1[CH2:12][CH:11]=[C:10]([C:13]([OH:15])=O)[CH2:9][CH2:8]1.C(Cl)(C(Cl)=O)=O.N1C=CC=CC=1.[Cl:28][C:29]1[CH:35]=[CH:34][C:32]([NH2:33])=[CH:31][CH:30]=1>C(Cl)Cl.C1(C)C=CC=CC=1.CN(C1C=CN=CC=1)C.O.CN(C=O)C>[Cl:28][C:29]1[CH:35]=[CH:34][C:32]([NH:33][C:13]([C:10]2[CH2:9][CH2:8][N:7]([C:2]3[N:1]=[CH:6][CH:5]=[CH:4][N:3]=3)[CH2:12][CH:11]=2)=[O:15])=[CH:31][CH:30]=1. Procedure details: 1-Pyrimidin-2-yl-1,2,3,6-tetrahydropyridine-4-carboxylic acid (55.0 mg, 0.27 mmol) and a catalytic amount of DMF were combined in CH2Cl2 (1.5 mL) and treated with (COCl)2 (0.033 mL, 0.38 mmol). The mixture was stirred for 90 minutes, diluted with toluene (0.5 mL), and concentrated to dryness under reduced pressure. The residue in CH2Cl2 (1.5 mL) was treated with pyridine (0.033 mL, 0.41 mmol), catalytic amount of DMAP, and 4-chloroaniline (41.0 mg, 0.32 mmol). The mixture was stirred for 1 hour,... Starting materials: Cl (hydrochloric acid), SCCCO (3-mercapto-1-propanol), C(C)(C)N(C(C)C)CC (N,N-diisopropylethylamine), ClC=1C(=C2C3=C(COCC3=CC=C2)C1)C1=NC(=NC(=C1)S(=O)C)N (4-(5-chloro-1H,3H-benzo[de]isochromen-6-yl)-6-methanesulfinyl-pyrimidin-2-ylamine), SCCCO (3-mercapto-1-propanol), C(C)(C)N(C(C)C)CC (N,N-diisopropylethylamine). The solvent is O (water), CN(C=O)C (N,N-dimethylformamide). Run at temperature 80 celsius. The product is NC1=NC(=CC(=N1)SCCCO)C=1C(=CC=2COCC3=CC=CC1C23)Cl (3-[2-amino-6-(5-chloro-1H,3H-benzo[de]isochromen-6-yl)-pyrimidin-4-ylsulfanyl]-propan-1-ol). Yield: 42.7%. As a reaction SMILES: [Cl:1][C:2]1[C:3]([C:15]2[CH:20]=[C:19]([S:21]([CH3:23])=O)[N:18]=[C:17]([NH2:24])[N:16]=2)=[C:4]2[CH:13]=[CH:12][CH:11]=[C:10]3[C:5]2=[C:6]([CH:14]=1)[CH2:7][O:8][CH2:9]3.SC[CH2:27][CH2:28][OH:29].C(N(CC)C(C)C)(C)C.Cl>CN(C)C=O.O>[NH2:24][C:17]1[N:18]=[C:19]([S:21][CH2:23][CH2:27][CH2:28][OH:29])[CH:20]=[C:15]([C:3]2[C:2]([Cl:1])=[CH:14][C:6]3[CH2:7][O:8][CH2:9][C:10]4[C:5]=3[C:4]=2[CH:13]=[CH:12][CH:11]=4)[N:16]=1. Procedure: Partially purified 4-(5-chloro-1H,3H-benzo[de]isochromen-6-yl)-6-methanesulfinyl-pyrimidin-2-ylamine (29.1 mg) obtained in Step 5 of Example 314 was dissolved in N,N-dimethylformamide (1 mL), 3-mercapto-1-propanol (17 μL, 0.197 mmol) and N,N-diisopropylethylamine (55 μL, 0.316 mmol) were added, and this was stirred at 80° C. Four hours later, 3-mercapto-1-propanol (8 μL, 0.093 mmol) and N,N-diisopropylethylamine (23 μL, 0.132 mmol) were added, and this was stirred at 80° C. for another eleven ho... Starting materials: FC1=C(C=CC=C1)C12N=C(SCC1CN(C2)C2=NC=C(C=N2)F)N (Racemic 7a-(2-fluorophenyl)-6-(5-fluoropyrimidin-2-yl)-4,4a,5,7-tetrahydropyrrolo[3,4-d][1,3]thiazin-2-amine), ( 5u ). The solvent is CO (methanol). Product: FC1=C(C=CC=C1)[C@@]12N=C(SC[C@@H]1CN(C2)C2=NC=C(C=N2)F)N ((4aR,7aS)-7a-(2-Fluorophenyl)-6-(5-fluoropyrimidin-2-yl)-4,4a,5,7-tetrahydropyrrolo[3,4-d][1,3]thiazin-2-amine). Yield: 31.6%. Reaction SMILES: [F:1][C:2]1[CH:7]=[CH:6][CH:5]=[CH:4][C:3]=1[C:8]12[CH2:16][N:15]([C:17]3[N:22]=[CH:21][C:20]([F:23])=[CH:19][N:18]=3)[CH2:14][CH:13]1[CH2:12][S:11][C:10]([NH2:24])=[N:9]2>CO>[F:1][C:2]1[CH:7]=[CH:6][CH:5]=[CH:4][C:3]=1[C@:8]12[CH2:16][N:15]([C:17]3[N:22]=[CH:21][C:20]([F:23])=[CH:19][N:18]=3)[CH2:14][C@H:13]1[CH2:12][S:11][C:10]([NH2:24])=[N:9]2. Procedure: Racemic 7a-(2-fluorophenyl)-6-(5-fluoropyrimidin-2-yl)-4,4a,5,7-tetrahydropyrrolo[3,4-d][1,3]thiazin-2-amine (361 mg, 1.04 mmol) is purified by chiral HPLC (Column: Chiralpak AD-H (5u), 3×25 cm; eluent: 100% methanol (0.2% isopropylamine); flow 30 mL/min at UV 225 nm. The second eluting isomer is the title compound (114 mg, 32%, 99% ee). Rt=4.887 minutes; column: Chiralpak AD-H 0.46×15 cm; eluent: 100% methanol (0.2% isopropylamine) in CO2; flow: 1 mL/min at UV 225 nm. The reactants are CC1CCNCC1, ClC(Cl)Cl, [Cl-], Cc1nc2nccn2c(Cl)c1-c1c(F)cccc1Cl, [NH4+]. Product: Cc1nc2nccn2c(N2CCC(C)CC2)c1-c1c(F)cccc1Cl. RXN SMILES: [CH3:20][CH:21]1[CH2:22][CH2:23][NH:24][CH2:25][CH2:26]1.[CH:29]([Cl:30])([Cl:31])[Cl:32].[Cl-:27].[Cl:1][c:2]1[c:3](-[c:12]2[c:13]([Cl:19])[cH:14][cH:15][cH:16][c:17]2[F:18])[c:4]([CH3:11])[n:5][c:6]2[n:7]1[cH:8][cH:9][n:10]2.[NH4+:28]>>[c:2]1([N:24]2[CH2:23][CH2:22][CH:21]([CH3:20])[CH2:26][CH2:25]2)[c:3](-[c:12]2[c:13]([Cl:19])[cH:14][cH:15][cH:16][c:17]2[F:18])[c:4]([CH3:11])[n:5][c:6]2[n:7]1[cH:8][cH:9][n:10]2.